Dataset: the Open Reaction Database (ORD), a public repository of structured organic reaction records. Task: describe an organic reaction: reactants, conditions, products, and yield RXN SMILES: [CH2:41]([N:42]=[C:43]=[N:44][CH2:45][CH2:46][CH2:47][N:48]([CH3:49])[CH3:50])[CH3:51].[CH3:53][N:54]([CH3:55])[CH:56]=[O:57].[ClH:40].[NH2:1][c:2]1[s:3][cH:4][c:5](-[c:7]2[cH:8][cH:9][c:10]([Cl:13])[cH:11][cH:12]2)[n:6]1.[OH2:29].[OH2:52].[OH:30][n:31]1[c:32]2[cH:33][cH:34][cH:35][cH:36][c:37]2[n:38][n:39]1.[c:14]1(-[c:20]2[c:21]([CH2:25][C:26](=[O:27])[OH:28])[cH:22][n:23][o:24]2)[cH:15][cH:16][cH:17][cH:18][cH:19]1>>[NH:1]([c:2]1[s:3][cH:4][c:5](-[c:7]2[cH:8][cH:9][c:10]([Cl:13])[cH:11][cH:12]2)[n:6]1)[C:26]([CH2:25][c:21]1[c:20](-[c:14]2[cH:15][cH:16][cH:17][cH:18][cH:19]2)[o:24][n:23][cH:22]1)=[O:27]. The reactants are CCN=C=NCCCN(C)C, CN(C)C=O, Cl, Nc1nc(-c2ccc(Cl)cc2)cs1, O, O, On1nnc2ccccc21, O=C(O)Cc1cnoc1-c1ccccc1. Product: O=C(Cc1cnoc1-c1ccccc1)Nc1nc(-c2ccc(Cl)cc2)cs1.